Dataset: the Open Reaction Database (ORD), a public repository of structured organic reaction records. Task: describe an organic reaction: reactants, conditions, products, and yield The reactants are Br, CC(=O)O, CCOCC, CC(C)N(C)C1CCC(N2CCC(NC(=O)OCc3ccccc3)C2=O)C(CS(=O)(=O)C(C)C)C1. Yields the product CC(C)N(C)C1CCC(N2CCC(N)C2=O)C(CS(=O)(=O)C(C)C)C1. RXN SMILES: [BrH:36].[C:37]([OH:38])(=[O:39])[CH3:40].[CH3:41][CH2:42][O:43][CH2:44][CH3:45].[CH:1]([CH3:2])([CH3:3])[N:4]([CH:5]1[CH2:6][CH:7]([CH2:28][S:29](=[O:30])(=[O:31])[CH:32]([CH3:33])[CH3:34])[CH:8]([N:11]2[C:12](=[O:27])[CH:13]([NH:16][C:17](=[O:18])[O:19][CH2:20][c:21]3[cH:22][cH:23][cH:24][cH:25][cH:26]3)[CH2:14][CH2:15]2)[CH2:9][CH2:10]1)[CH3:35]>>[CH:1]([CH3:2])([CH3:3])[N:4]([CH:5]1[CH2:6][CH:7]([CH2:28][S:29](=[O:30])(=[O:31])[CH:32]([CH3:33])[CH3:34])[CH:8]([N:11]2[C:12](=[O:27])[CH:13]([NH2:16])[CH2:14][CH2:15]2)[CH2:9][CH2:10]1)[CH3:35]. Reactants: COC=1C=C2CCCNC2=CC1 (6-methoxy-1,2,3,4-tetrahydroquinoline), C(CC)=O (propionaldehyde). The reagents and catalysts are [Pd] (palladium on carbon). The solvent is C(C)O (ethanol). Yields the product COC=1C=C2CCCN(C2=CC1)CCC (6-methoxy-1-n-propyl-1,2,3,4-tetrahydroquinoline). Isolated yield 54.0%. As a reaction SMILES: [CH3:1][O:2][C:3]1[CH:4]=[C:5]2[C:10](=[CH:11][CH:12]=1)[NH:9][CH2:8][CH2:7][CH2:6]2.[CH:13](=O)[CH2:14][CH3:15]>[Pd].C(O)C>[CH3:1][O:2][C:3]1[CH:4]=[C:5]2[C:10](=[CH:11][CH:12]=1)[N:9]([CH2:13][CH2:14][CH3:15])[CH2:8][CH2:7][CH2:6]2. Procedure: A solution of 148.6 g. of 6-methoxy-1,2,3,4-tetrahydroquinoline and 58 g. of propionaldehyde in 275 ml. of ethanol was hydrogenated at 60 psi over 15 g. of 15% palladium on carbon at room temperature for 2 hours and then at 50° C. overnight. The catalyst was removed by filtration and the filtrate concentrated to give a brown oil which was distilled to give 100.5 g. of 6-methoxy-1-n-propyl-1,2,3,4-tetrahydroquinoline (54% yield) as an oil boiling in the range 115°-128° C. at 0.02 Torr. Starting materials: ClCC(=C)CCl (3-chloro-2-chloromethyl-propene), N1N=CN=C1 (1,2,4-triazole), C([O-])([O-])=O.[K+].[K+] (potassium carbonate). Solvent: CC(=O)C (acetone). Yields the product N1(N=CN=C1)CC(=C)CN1N=CN=C1 (3-(1,2,4-triazol-1-yl)-2-(1,2,4-triazol-1-yl-methyl)-propene). The yield is 60.5%. Reaction SMILES: Cl[CH2:2][C:3]([CH2:5]Cl)=[CH2:4].[NH:7]1[CH:11]=[N:10][CH:9]=[N:8]1.C(=O)([O-])[O-].[K+].[K+]>CC(C)=O>[N:7]1([CH2:2][C:3]([CH2:5][N:7]2[CH:11]=[N:10][CH:9]=[N:8]2)=[CH2:4])[CH:11]=[N:10][CH:9]=[N:8]1 |f:2.3.4|. Procedure details: A mixture of 25 g (0.2 mol) of 3-chloro-2-chloromethyl-propene, 27.6 g (0.4 mol) of 1,2,4-triazole and 27.6 g (0.2 mol) of potassium carbonate in 200 ml of acetone is heated under reflux for 15 hours. After cooling, the mixture is filtered and the filtrate is concentrated in vacuo. The oily residue is chromatographed (silica gel 60, Merck, chloroform). 23 g (63% of theory) of 3-(1,2,4-triazol-1-yl)-2-(1,2,4-triazol-1-yl-methyl)-propene of melting point 52° C. are obtained. The reactants are CC1(OC(=O)CC(=O)O1)C (Meldrum's acid), FC1=C(C(=O)Cl)C(=CC=C1)F (2,6-difluorobenzoylchloride), CO (methanol), S(O)(O)(=O)=O (sulfuric acid). Reagents/catalysts: CN(C1=CC=NC=C1)C (4-dimethylamino-pyridine). Run in C(Cl)Cl (methylenechloride). Product: FC1=C(C(=O)CC(=O)OC)C(=CC=C1)F (Methyl 2,6-difluoro-benzoylacetate). As a reaction SMILES: C[C:2]1(C)[O:9][C:7](=[O:8])[CH2:6][C:4](=[O:5])O1.[F:11][C:12]1[CH:20]=[CH:19][CH:18]=[C:17]([F:21])[C:13]=1C(Cl)=O.CO.S(=O)(=O)(O)O>CN(C)C1C=CN=CC=1.C(Cl)Cl>[F:11][C:12]1[CH:20]=[CH:19][CH:18]=[C:17]([F:21])[C:13]=1[C:4]([CH2:6][C:7]([O:9][CH3:2])=[O:8])=[O:5]. Procedure details: To 3.6 g (25 mmole, 1 eq) of Meldrum's acid and 6.1 g of 4-dimethylamino-pyridine in 60 ml of methylenechloride was added with stirring, 4.4 g (25 mmole) of 2,6-difluorobenzoylchloride. The temperature was maintained at 0° throughout the addition period and for three additional hours of stirring under argon atmosphere. Most of the methylene chloride was then removed by distillation at 25° or less using a water aspirator to maintain reduced pressure. There was then added 60 ml of anhydrous methan... Reactants: COC1=C2C(N(C=3C=CC=CC3C2=CC=C1)S(=O)(=O)C1=CC(=C(C=C1)OC)C)C (7-methoxy-5-[(4-methoxy-3-methylphenyl)sulfonyl]-6-methyl-5,6-dihydrophenanthridine), B(Cl)(Cl)Cl (boron trichloride), ClCCl (dichloromethane). The reagents and catalysts are [I-].C(CCC)[N+](CCCC)(CCCC)CCCC (tetrabutylammonium iodide). Product: OC1=C(C=C(C=C1)S(=O)(=O)N1C=2C=CC=CC2C=2C=CC=C(C2C1C)O)C (5-[(4-hydroxy-3-methylphenyl)sulfonyl]-6-methyl-5,6-dihydrophenanthridin-7-ol). Isolated yield 51.4%. As a reaction SMILES: C[O:2][C:3]1[CH:16]=[CH:15][CH:14]=[C:13]2[C:4]=1[CH:5]([CH3:29])[N:6]([S:17]([C:20]1[CH:25]=[CH:24][C:23]([O:26]C)=[C:22]([CH3:28])[CH:21]=1)(=[O:19])=[O:18])[C:7]1[CH:8]=[CH:9][CH:10]=[CH:11][C:12]=12.B(Cl)(Cl)Cl.ClCCl>[I-].C([N+](CCCC)(CCCC)CCCC)CCC>[OH:26][C:23]1[CH:24]=[CH:25][C:20]([S:17]([N:6]2[CH:5]([CH3:29])[C:4]3[C:3]([OH:2])=[CH:16][CH:15]=[CH:14][C:13]=3[C:12]3[CH:11]=[CH:10][CH:9]=[CH:8][C:7]2=3)(=[O:19])=[O:18])=[CH:21][C:22]=1[CH3:28] |f:3.4|. Procedure: The title compound was prepared from 7-methoxy-5-[(4-methoxy-3-methylphenyl)sulfonyl]-6-methyl-5,6-dihydrophenanthridine (0.21 g, 0.51 mmol), tetrabutylammonium iodide (0.47 g, 1.3 mmol), and 1 M boron trichloride in dichloromethane (3.1 mL, 3.1 mmol) according to the procedure and in the same manner as described in Example 35, Step b. The crude product was purified by flash column chromatography on silica gel, eluting with a mixture of ethyl acetate-hexane (3:7 to 3:2 gradient), followed by tri... Reactants: Cl (hydrochloric acid), C(C)(C)(C)OC(=O)C1=C(SC=2CN([C@H](C(C21)N=C=O)CN2C(C1=CC=CC=C1C2=O)=O)C(=O)OC(C)(C)C)OCC2=CC=CC=C2 (2-benzyloxy-carbonylamino-5-(S)-(1,3-dioxo-1,3-dihydro-isoindol-2-ylmethyl)-4,5,6,7-tetrahydro-thieno[2,3-c]pyridine-3,6-dicarboxylic acid di-tert-butyl ester). Solvent: C(C)(=O)OCC (ethyl acetate). Conditions: time 48 hour. Yields the product Cl.C(C)(C)(C)OC(=O)C1=C(SC=2CN[C@H](C(C21)N=C=O)CN2C(C1=CC=CC=C1C2=O)=O)OCC2=CC=CC=C2 (2-benzyloxy-carbonylamino-5-(S)-(1,3-dioxo-1,3-dihydro-isoindol-2-ylmethyl)-4,5,6,7-tetrahydro-thieno[2,3-c]pyridine-3-carboxylic acid tert-butyl ester hydrochloride). Yield: 90.0%. As a reaction SMILES: [ClH:1].[C:2]([O:6][C:7]([C:9]1[C:17]2[CH:16]([N:18]=[C:19]=[O:20])[C@H:15]([CH2:21][N:22]3[C:30](=[O:31])[C:29]4[C:24](=[CH:25][CH:26]=[CH:27][CH:28]=4)[C:23]3=[O:32])[N:14](C(OC(C)(C)C)=O)[CH2:13][C:12]=2[S:11][C:10]=1[O:40][CH2:41][C:42]1[CH:47]=[CH:46][CH:45]=[CH:44][CH:43]=1)=[O:8])([CH3:5])([CH3:4])[CH3:3]>C(OCC)(=O)C>[ClH:1].[C:2]([O:6][C:7]([C:9]1[C:17]2[CH:16]([N:18]=[C:19]=[O:20])[C@H:15]([CH2:21][N:22]3[C:30](=[O:31])[C:29]4[C:24](=[CH:25][CH:26]=[CH:27][CH:28]=4)[C:23]3=[O:32])[NH:14][CH2:13][C:12]=2[S:11][C:10]=1[O:40][CH2:41][C:42]1[CH:47]=[CH:46][CH:45]=[CH:44][CH:43]=1)=[O:8])([CH3:5])([CH3:3])[CH3:4] |f:3.4|. Procedure: To a solution of 1 N hydrochloric acid in ethyl acetate (1.0 ml) was added 2-benzyloxy-carbonylamino-5-(S)-(1,3-dioxo-1,3-dihydro-isoindol-2-ylmethyl)-4,5,6,7-tetrahydro-thieno[2,3-c]pyridine-3,6-dicarboxylic acid di-tert-butyl ester (52 mg, 0.08 mmol). The solution was stirred at room temperature for 48 hours. A precipitate was filtered off which afforded 42 mg (90%) of 2-benzyloxy-carbonylamino-5-(S)-(1,3-dioxo-1,3-dihydro-isoindol-2-ylmethyl)-4,5,6,7-tetrahydro-thieno[2,3-c]pyridine-3-carboxy... Isolated yield 65.8%. The reactants are C(=C)C1=CC=C(CCl)C=C1 ((4-vinylbenzyl)chloride), compound ( 27 ), [H-].[Na+] (sodium hydride), FC(CCC(C#N)C#N)(F)F ((3,3,3-trifluoropropyl)malononitrile). As a reaction SMILES: [CH:1]([C:3]1[CH:10]=[CH:9][C:6]([CH2:7]Cl)=[CH:5][CH:4]=1)=[CH2:2].[H-].[Na+].[F:13][C:14]([F:23])([F:22])[CH2:15][CH2:16][CH:17]([C:20]#[N:21])[C:18]#[N:19]>CN(C)C=O>[F:13][C:14]([F:22])([F:23])[CH2:15][CH2:16][C:17]([CH2:7][C:6]1[CH:9]=[CH:10][C:3]([CH:1]=[CH2:2])=[CH:4][CH:5]=1)([C:20]#[N:21])[C:18]#[N:19] |f:1.2|. Yields the product FC(CCC(C#N)(C#N)CC1=CC=C(C=C1)C=C)(F)F (2-(3,3,3-trifluoropropyl)-2-(4-vinylbenzyl)malononitrile). Procedure details: Using 0.15 g of (4-vinylbenzyl)chloride, 3 ml of N,N-dimethylformamide, 0.05 g of sodium hydride (60% in oil) and 0.17 g of (3,3,3-trifluoropropyl)malononitrile, and according to the process described in the Production Example 27, there was obtained 0.18 g of 2-(3,3,3-trifluoropropyl)-2-(4-vinylbenzyl)malononitrile (the present compound (27)). Solvent: CN(C=O)C (N,N-dimethylformamide).